This data is from the Open Reaction Database (ORD), a public repository of structured organic reaction records. The task is: describe an organic reaction: reactants, conditions, products, and yield The yield is 59.7%. The reactants are solution, [OH-].[Na+] (sodium hydroxide), O (Water), O (Water), solution, [H-].[Al+3].[Li+].[H-].[H-].[H-] (lithium aluminium hydride), N1(CCCC1)C(=O)[C@H]1NCCC1 ((pyrrolidin-1-yl)-((S)-pyrrolidin-2-yl)methanone). Product: N1(CCCC1)C[C@H]1NCCC1 ((S)-2-((pyrrolidin-1-yl)methyl)pyrrolidine). Reported procedure: A 1.0 M solution of lithium aluminium hydride in tetrahydrofuran (87 ml, 87 mmol) was added dropwise to a solution of the crude (pyrrolidin-1-yl)-((S)-pyrrolidin-2-yl)methanone (4.89 g, 29 mmol) in tetrahydrofuran (90 ml). The reaction mixture was heated to reflux for 6 h. It was cooled to room temperature. Water (3.6 ml) was added carefully. A 1 N solution of sodium hydroxide (3.6 ml, 3.6 mmol) was added carefully. Water (10.7 ml) was added. The mixture was stirred for 1 h at room temperature. ... Reaction conditions: time 1 hour. RXN SMILES: [H-].[Al+3].[Li+].[H-].[H-].[H-].[N:7]1([C:12]([C@@H:14]2[CH2:18][CH2:17][CH2:16][NH:15]2)=O)[CH2:11][CH2:10][CH2:9][CH2:8]1.O.[OH-].[Na+]>O1CCCC1>[N:7]1([CH2:12][C@@H:14]2[CH2:18][CH2:17][CH2:16][NH:15]2)[CH2:11][CH2:10][CH2:9][CH2:8]1 |f:0.1.2.3.4.5,8.9|. Run in O1CCCC1 (tetrahydrofuran), O1CCCC1 (tetrahydrofuran).